From a dataset of the Open Reaction Database (ORD), a public repository of structured organic reaction records. describe an organic reaction: reactants, conditions, products, and yield The reactants are COC(=O)c1ccc(CC(=O)CCC(NC(=O)OCc2ccccc2)C(O[Si](C)(C)C(C)(C)C)c2ccccc2)cc1, CCO. Product: COC(=O)c1ccc(CC2CCC(C(O[Si](C)(C)C(C)(C)C)c3ccccc3)N2)cc1. As a reaction SMILES: [CH2:1]([O:2][C:3](=[O:5])[NH:11][CH:12]([CH2:13][CH2:14][C:15](=[O:4])[CH2:16][c:17]1[cH:18][cH:19][c:20]([C:21](=[O:22])[O:23][CH3:24])[cH:25][cH:26]1)[CH:28]([c:29]1[cH:30][cH:31][cH:32][cH:33][cH:34]1)[O:35][Si:36]([CH3:37])([CH3:38])[C:39]([CH3:40])([CH3:41])[CH3:42])[c:6]1[cH:7][cH:8][cH:9][cH:10][cH:27]1.[CH3:43][CH2:44][OH:45]>>[NH:11]1[CH:12]([CH:28]([c:29]2[cH:30][cH:31][cH:32][cH:33][cH:34]2)[O:35][Si:36]([CH3:37])([CH3:38])[C:39]([CH3:40])([CH3:41])[CH3:42])[CH2:13][CH2:14][CH:15]1[CH2:16][c:17]1[cH:18][cH:19][c:20]([C:21](=[O:22])[O:23][CH3:24])[cH:25][cH:26]1. Starting materials: C(#N)C1=CC=NC=C1 (4-cyanopyridine), Grignard reagent, O1CCCC1 (tetrahydrofuran), BrC=1C=C(C=CC1)OC (3-bromoanisole), [Mg] (magnesium), O1CCCC1 (THF). Conditions: temperature 25 celsius, time 0.5 hour. Product: COC=1C=C(C(=O)C2=CC=NC=C2)C=CC1 (4-(3-methoxybenzoyl)pyridine). Yield: 63.0%. RXN SMILES: [C:1]([C:3]1[CH:8]=[CH:7][N:6]=[CH:5][CH:4]=1)#N.Br[C:10]1[CH:11]=[C:12]([O:16][CH3:17])[CH:13]=[CH:14][CH:15]=1.[Mg].[O:19]1CCCC1>>[CH3:17][O:16][C:12]1[CH:11]=[C:10]([CH:15]=[CH:14][CH:13]=1)[C:1]([C:3]1[CH:8]=[CH:7][N:6]=[CH:5][CH:4]=1)=[O:19]. Procedure details: A solution of 4-cyanopyridine (20.8 g, 200 mmol) in tetrahydrofuran (THF) was added to the Grignard reagent prepared from 3-bromoanisole (37.4 g, 200 mmol) and magnesium (4.8 g, 200 mmol) in THF (400 ml) at -78° C. The solution was allowed to warm to 25° C. and quenched with ammonium chloride solution. The organic layer was separated and washed with water and 3N hydrochloric acid. The acid washes were stirred for 0.5 hr and neutralized with 50% sodium hydroxide. The basic mixture was extracted w... Reactants: CCN(C(C)C)C(C)C, C1COCCO1, Cl, CCOC(=O)C1=C(O)c2cccc(F)c2C(C)(C)C1=O, CC(C)(C)OC(=O)CN. Product: CC(C)(C)OC(=O)CNC(=O)C1=C(O)c2cccc(F)c2C(C)(C)C1=O. Reaction SMILES: [CH2:21]([N:22]([CH:23]([CH3:24])[CH3:25])[CH:26]([CH3:27])[CH3:28])[CH3:29].[CH2:40]1[O:41][CH2:42][CH2:43][O:44][CH2:45]1.[ClH:30].[F:1][c:2]1[c:3]2[c:8]([cH:9][cH:10][cH:11]1)[C:7]([OH:12])=[C:6]([C:13](=[O:14])[O:15][CH2:16][CH3:17])[C:5](=[O:18])[C:4]2([CH3:19])[CH3:20].[NH2:31][CH2:32][C:33](=[O:34])[O:35][C:36]([CH3:37])([CH3:38])[CH3:39]>>[F:1][c:2]1[c:3]2[c:8]([cH:9][cH:10][cH:11]1)[C:7]([OH:12])=[C:6]([C:13](=[O:14])[NH:31][CH2:32][C:33](=[O:34])[O:35][C:36]([CH3:37])([CH3:38])[CH3:39])[C:5](=[O:18])[C:4]2([CH3:19])[CH3:20]. Starting materials: CI, CN(C)C=O, CC(C)n1c(=O)[nH]c2cc(-c3ncc(C(F)(F)F)cc3Cl)ccc21, [H-], [Na+], O. The product is CC(C)n1c(=O)n(C)c2cc(-c3ncc(C(F)(F)F)cc3Cl)ccc21. Reaction SMILES: [CH3:27][I:28].[CH3:30][N:31]([CH3:32])[CH:33]=[O:34].[Cl:3][c:4]1[c:5](-[c:14]2[cH:15][c:16]3[c:17]([n:18]([CH:22]([CH3:23])[CH3:24])[c:19](=[O:21])[nH:20]3)[cH:25][cH:26]2)[n:6][cH:7][c:8]([C:10]([F:11])([F:12])[F:13])[cH:9]1.[H-:1].[Na+:2].[OH2:29]>>[Cl:3][c:4]1[c:5](-[c:14]2[cH:15][c:16]3[c:17]([n:18]([CH:22]([CH3:23])[CH3:24])[c:19](=[O:21])[n:20]3[CH3:27])[cH:25][cH:26]2)[n:6][cH:7][c:8]([C:10]([F:11])([F:12])[F:13])[cH:9]1. The reactants are [BH4-].[Na+] (sodium borohydride), [N+](=O)([O-])C1=CC2=C(CCC(CC2=O)C#N)C=C1 (3-nitro-5-oxo-6,7,8,9-tetrahydro [5H] benzocycloheptene-7-carbonitrile), C(C)O (ethanol). Run in O (water). Run at time 1 hour. Product: O[C@@H]1C[C@H](CCC2=C1C=C(C=C2)[N+](=O)[O-])C#N (trans 5-hydroxy-3-nitro-6,7,8,9-tetrahydro [5H] benzocycloheptene-7-carbonitrile). The yield is 22.3%. Reaction SMILES: [BH4-].[Na+].[N+:3]([C:6]1[CH:19]=[CH:18][C:9]2[CH2:10][CH2:11][CH:12]([C:16]#[N:17])[CH2:13][C:14](=[O:15])[C:8]=2[CH:7]=1)([O-:5])=[O:4].C(O)C>O>[OH:15][C@H:14]1[C:8]2[CH:7]=[C:6]([N+:3]([O-:5])=[O:4])[CH:19]=[CH:18][C:9]=2[CH2:10][CH2:11][C@H:12]([C:16]#[N:17])[CH2:13]1 |f:0.1|. Reported procedure: 10 g of sodium borohydride were added over 5 minutes under nitrogen to a mixture of 20 g of 3-nitro-5-oxo-6,7,8,9-tetrahydro [5H] benzocycloheptene-7-carbonitrile, 200 ml of ethanol and 20 ml of water and the mixture was stirred for one hour at room temperature and then evaporated to dryness under reduced pressure. 400 ml of water were added to the residue and the mixture was extracted with methylene chloride. The organic phase was washed with water, dried and evaporated to dryness under reduced...